This data is from the Open Reaction Database (ORD), a public repository of structured organic reaction records. The task is: describe an organic reaction: reactants, conditions, products, and yield Reactants: CSC(N)=[NH2+], CSC(N)=[NH2+], [Na+], [OH-], O, O=S(=O)([O-])[O-]. Product: N=C(N)N, O=S(=O)([O-])[O-]. RXN SMILES: [CH3:11][S:12][C:13](=[NH2+:14])[NH2:15].[CH3:6][S:7][C:8](=[NH2+:9])[NH2:10].[Na+:17].[OH-:16].[OH2:18].[S:1](=[O:2])(=[O:3])([O-:4])[O-:5]>>[C:8](=[NH:9])([NH2:10])[NH2:14].[S:1](=[O:2])(=[O:3])([O-:4])[O-:5]. Reactants: OC=1C=C(C(=O)OC)C=C(C1)O[C@@H]1C(N(CC1)C)=O (methyl 3-hydroxy-5-[(3S)-1-methyl-2-oxo-pyrrolidin-3-yl]oxy-benzoate), OC=1C=C(C(=O)OC)C=C(C1)O[C@@H]1C(N(CC1)C)=O (methyl 3-hydroxy-5-[(3S)-1-methyl-2-oxo-pyrrolidin-3-yl]oxy-benzoate), FC1=CC=C2C(N(COC2=C1)C)=O (9-fluoro-4-methyl-2-oxa-4-azabicyclo[4.4.0]deca-6,8,10-trien-5-one), C([O-])([O-])=O.[K+].[K+] (potassium carbonate). Solvent: C(C)#N (acetonitrile). Run at time 30 minute. The product is CN1COC2=CC(=CC=C2C1=O)OC=1C=C(C(=O)OC)C=C(C1)O[C@@H]1C(N(CC1)C)=O (Methyl 3-[(4-methyl-5-oxo-2-oxa-4-azabicyclo[4.4.0]deca-6,8,10-trien-9-yl)oxy]-5-[(3S)-1-methyl-2-oxo-pyrrolidin-3-yl]oxy-benzoate). The yield is 54.0%. As a reaction SMILES: [OH:1][C:2]1[CH:3]=[C:4]([CH:9]=[C:10]([O:12][C@H:13]2[CH2:17][CH2:16][N:15]([CH3:18])[C:14]2=[O:19])[CH:11]=1)[C:5]([O:7][CH3:8])=[O:6].F[C:21]1[CH:30]=[C:29]2[C:24]([C:25](=[O:32])[N:26]([CH3:31])[CH2:27][O:28]2)=[CH:23][CH:22]=1.C(=O)([O-])[O-].[K+].[K+]>C(#N)C>[CH3:31][N:26]1[C:25](=[O:32])[C:24]2[C:29](=[CH:30][C:21]([O:1][C:2]3[CH:3]=[C:4]([CH:9]=[C:10]([O:12][C@H:13]4[CH2:17][CH2:16][N:15]([CH3:18])[C:14]4=[O:19])[CH:11]=3)[C:5]([O:7][CH3:8])=[O:6])=[CH:22][CH:23]=2)[O:28][CH2:27]1 |f:2.3.4|. Procedure: A mixture of methyl 3-hydroxy-5-[(3S)-1-methyl-2-oxo-pyrrolidin-3-yl]oxy-benzoate (Intermediate 8) (0.27 g, 1 mmol), 9-fluoro-4-methyl-2-oxa-4-azabicyclo[4.4.0]deca-6,8,10-trien-5-one (CAS no. 915771-24-3) (200 mg, 11 mol) and potassium carbonate (276 g, 2 mmol) in acetonitrile (20 mL) was heated in a microwave at 160° C. for 12 hours. The mixture was evaporated and the residue partitioned between ethyl acetate (40 mL) and water (40 mL). The organic phase was separated, washed with water (10 mL)... Reactants: solution, Cl (HCl), O1CCOCC1 (1,4-dioxane), C(#N)C1=CC2=C(N(C(C3=CN=CC=C23)=O)C)C=C1OC[C@H](CC(C)C)NC(OC(C)(C)C)=O ((S)-tert-butyl (1-((9-cyano-6-methyl-5-oxo-5,6-dihydrobenzo[c][2,7]naphthyridin-8-yl)oxy)-4-methylpentan-2-yl)carbamate). Run in CO (MeOH). Reaction conditions: temperature 0 celsius, time 2 hour. Product: N[C@H](COC=1C(=CC2=C(N(C(C3=CN=CC=C23)=O)C)C1)C#N)CC(C)C ((S)-8-((2-amino-4-methylpentyl)oxy)-6-methyl-5-oxo-5,6 dihydrobenzo[c][2,7]naphthyridine-9-carbonitrile). Isolated yield 6.0%. RXN SMILES: [C:1]([C:3]1[C:18]([O:19][CH2:20][C@@H:21]([NH:26]C(=O)OC(C)(C)C)[CH2:22][CH:23]([CH3:25])[CH3:24])=[CH:17][C:6]2[N:7]([CH3:16])[C:8](=[O:15])[C:9]3[C:14]([C:5]=2[CH:4]=1)=[CH:13][CH:12]=[N:11][CH:10]=3)#[N:2].Cl.O1CCOCC1>CO>[NH2:26][C@@H:21]([CH2:22][CH:23]([CH3:25])[CH3:24])[CH2:20][O:19][C:18]1[C:3]([C:1]#[N:2])=[CH:4][C:5]2[C:14]3[C:9](=[CH:10][N:11]=[CH:12][CH:13]=3)[C:8](=[O:15])[N:7]([CH3:16])[C:6]=2[CH:17]=1. Reported procedure: In a 25 mL round-bottomed flask, (S)-tert-butyl (1-((9-cyano-6-methyl-5-oxo-5,6-dihydrobenzo[c][2,7]naphthyridin-8-yl)oxy)-4-methylpentan-2-yl)carbamate (75 mg, 0.167 mmol) was taken up in MeOH (4 mL) and cooled to 0° C. The mixture was treated with 4M solution of HCl in 1,4-dioxane (2 mL, 8 mmol) and stirred for 2 h at RT. The MeOH was removed and the crude product was dissolved in EtOAc (20 mL). The ethyl acetate layer was washed with water (2×10 mL) and dried over sodium sulfate. Removal of t...